Dataset: the Open Reaction Database (ORD), a public repository of structured organic reaction records. Task: describe an organic reaction: reactants, conditions, products, and yield Starting materials: ClC1=CN=C(C2=CC(=CC=C12)S(=O)(=O)NC1(CCCC1)C(=O)O)NC(=N)N (N-[(4-Chloro-1-guanidino-7-isoquinolinyl)sulphonyl]cycloleucine), C(F)(F)(F)C(=O)O (CF3CO2H). Solvent: CO (MeOH). As a reaction SMILES: [Cl:1][C:2]1[C:11]2[C:6](=[CH:7][C:8]([S:12]([NH:15][C:16]3([C:21]([OH:23])=[O:22])[CH2:20][CH2:19][CH2:18][CH2:17]3)(=[O:14])=[O:13])=[CH:9][CH:10]=2)[C:5]([NH:24][C:25]([NH2:27])=[NH:26])=[N:4][CH:3]=1.[C:28]([C:32]([OH:34])=[O:33])([F:31])([F:30])[F:29]>CO>[F:29][C:28]([F:31])([F:30])[C:32]([OH:34])=[O:33].[Cl:1][C:2]1[C:11]2[C:6](=[CH:7][C:8]([S:12]([NH:15][C:16]3([C:21]([OH:23])=[O:22])[CH2:20][CH2:19][CH2:18][CH2:17]3)(=[O:13])=[O:14])=[CH:9][CH:10]=2)[C:5]([NH:24][C:25]([NH2:27])=[NH:26])=[N:4][CH:3]=1 |f:3.4|. Product: FC(C(=O)O)(F)F.ClC1=CN=C(C2=CC(=CC=C12)S(=O)(=O)NC1(CCCC1)C(=O)O)NC(=N)N (N-[(4-chloro-1-guanidino-7-isoquinolinyl)sulphonyl]cycloleucine trifluoroacetate). Procedure: N-[(4-Chloro-1-guanidino-7-isoquinolinyl)sulphonyl]cycloleucine (8 mg) was dissolved in CF3CO2H (ca. 1.0 mL) and the mixture was evaporated in vacuo, azeotroping with PhMe. The residue was triturated with i-Pr2O and Et2O to give a white solid. The solid was dissolved in MeOH, filtered and the filtrate evaporated in vacuo to give N-[(4-chloro-1-guanidino-7-isoquinolinyl)sulphonyl]cycloleucine trifluoroacetate (12 mg). Starting materials: NC1C(N(C2=C(C(=N1)C1=C(C=CC=C1)F)C=CC=C2)CC(=O)N2CC1CCC(C2)CC1)=O ((3RS)-3-amino-1-[(3-azabicyclo[3.2.2]non-3-yl)carbonylmethyl]-2,3-dihydro-5-(2-fluorophenyl)-1H-1,4-benzodiazepin-2-one), OC=1C=C(C(=O)O)C=CC1 (3-hydroxybenzoic acid), CCN=C=NCCCN(C)C.Cl (WSC HCl), C(C)(=O)OCC (Ethyl acetate). The solvent is Cl (HCl), C(Cl)Cl (CH2Cl2). The product is C12CN(CC(CC1)CC2)C(=O)CN2C(C(N=C(C1=C2C=CC=C1)C1=C(C=CC=C1)F)NC(=O)C1=CC(=CC=C1)O)=O ((3RS)-1-(3-azabicyclo[3.2.2]non-3-yl)carbonylmethyl-2,3-dihydro-3-(3-hydroxyphenyl)carbonylamino-5-(2-fluorophenyl)-1H-1,4-benzodiazepin-2-one). As a reaction SMILES: [NH2:1][CH:2]1[N:8]=[C:7]([C:9]2[CH:14]=[CH:13][CH:12]=[CH:11][C:10]=2[F:15])[C:6]2[CH:16]=[CH:17][CH:18]=[CH:19][C:5]=2[N:4]([CH2:20][C:21]([N:23]2[CH2:29][CH:28]3[CH2:30][CH2:31][CH:25]([CH2:26][CH2:27]3)[CH2:24]2)=[O:22])[C:3]1=[O:32].[OH:33][C:34]1[CH:35]=[C:36]([CH:40]=[CH:41][CH:42]=1)[C:37](O)=[O:38].CCN=C=NCCCN(C)C.Cl.C(OCC)(=O)C>C(Cl)Cl.Cl>[CH:25]12[CH2:31][CH2:30][CH:28]([CH2:27][CH2:26]1)[CH2:29][N:23]([C:21]([CH2:20][N:4]1[C:5]3[CH:19]=[CH:18][CH:17]=[CH:16][C:6]=3[C:7]([C:9]3[CH:14]=[CH:13][CH:12]=[CH:11][C:10]=3[F:15])=[N:8][CH:2]([NH:1][C:37]([C:36]3[CH:40]=[CH:41][CH:42]=[C:34]([OH:33])[CH:35]=3)=[O:38])[C:3]1=[O:32])=[O:22])[CH2:24]2 |f:2.3|. Procedure details: A mixture of (3RS)-3-amino-1-[(3-azabicyclo[3.2.2]non-3-yl)carbonylmethyl]-2,3-dihydro-5-(2-fluorophenyl)-1H-1,4-benzodiazepin-2-one, 3-hydroxybenzoic acid, and WSC-HCl was stirred in CH2Cl2 at room temperature overnight. Ethyl acetate and iN HCl were added in the reaction mixture and organic layer was separated, and washed with water and brine, and dried over magnesium sulfate, evaporated in vacuo. The colorless powder was washed with isopropyl ether to afford (3RS)-1-(3-azabicyclo[3.2.2]non-3-... The reactants are [H]C(C1=CC=C([N+]([O-])=O)C=C1)=O, O=C(SCC)CC(O)=O. Reagents/catalysts: CN(C)c1ccncc1, 4Å Molecular Sieve, C1CNCC1. Solvent: C1COCC1. Conditions: temperature 25 celsius, time 24 hour. Product: O=C(SCC)/C=C/C1=CC=C([N+]([O-])=O)C=C1. The yield is 71.0%. The reactants are C(C1=CC=CC=C1)N(C1=C(C=C(C=C1)C(C(=O)N1CCCC1)(CO)C)[N+](=O)[O-])C (2-[4-(N-benzyl-methylamino)-3-nitro-phenyl]-2-methyl-3-hydroxy-1-pyrrolidino-propan-1-one), [N+](=[N-])=CC(=O)OCC (ethyl diazoacetate), ice water. The solvent is C(Cl)Cl (methylene chloride). Product: C(C1=CC=CC=C1)N(C1=C(C=C(C=C1)C(C(=O)N1CCCC1)(COCC(=O)OCC)C)[N+](=O)[O-])C (2-[4-(N-benzyl-methylamino)-3-nitro-phenyl]-2-methyl-3-ethoxycarbonylmethyloxy-1-pyrrolidino-propan-1-one). As a reaction SMILES: [CH2:1]([N:8]([CH3:29])[C:9]1[CH:14]=[CH:13][C:12]([C:15]([CH3:25])([CH2:23][OH:24])[C:16]([N:18]2[CH2:22][CH2:21][CH2:20][CH2:19]2)=[O:17])=[CH:11][C:10]=1[N+:26]([O-:28])=[O:27])[C:2]1[CH:7]=[CH:6][CH:5]=[CH:4][CH:3]=1.[N+](=[CH:32][C:33]([O:35][CH2:36][CH3:37])=[O:34])=[N-]>C(Cl)Cl>[CH2:1]([N:8]([CH3:29])[C:9]1[CH:14]=[CH:13][C:12]([C:15]([CH3:25])([CH2:23][O:24][CH2:32][C:33]([O:35][CH2:36][CH3:37])=[O:34])[C:16]([N:18]2[CH2:19][CH2:20][CH2:21][CH2:22]2)=[O:17])=[CH:11][C:10]=1[N+:26]([O-:28])=[O:27])[C:2]1[CH:7]=[CH:6][CH:5]=[CH:4][CH:3]=1. Procedure: A solution of 8.0 g (20 mmol) of 2-[4-(N-benzyl-methylamino)-3-nitro-phenyl]-2-methyl-3-hydroxy-1-pyrrolidino-propan-1-one and 5 ml (48 mmol) of ethyl diazoacetate in 50 ml of methylene chloride is mixed with 2.0 ml of boron trifluoride-diethylether complex (16 mmol) at room temperature and refluxed for 14 hours. After cooling, the reaction solution is stirred into ice water and the organic phase is separated off. The aqueous phase is extracted three times with methylene chloride, the combined o... Starting materials: CO, Cc1ccc(S(=O)(=O)OCC(COCc2ccccc2)OCP(=O)(C(C)C)C(C)C)cc1. The product is Cc1ccc(S(=O)(=O)OCC(CO)OCP(=O)(C(C)C)C(C)C)cc1. Reaction SMILES: [CH3:33][OH:34].[c:1]1([CH3:32])[cH:2][cH:3][c:4]([S:7](=[O:8])(=[O:9])[O:10][CH2:11][CH:12]([CH2:13][O:14][CH2:15][c:16]2[cH:17][cH:18][cH:19][cH:20][cH:21]2)[O:22][CH2:23][P:24](=[O:25])([CH:26]([CH3:27])[CH3:28])[CH:29]([CH3:30])[CH3:31])[cH:5][cH:6]1>>[c:1]1([CH3:32])[cH:2][cH:3][c:4]([S:7](=[O:8])(=[O:9])[O:10][CH2:11][CH:12]([CH2:13][OH:14])[O:22][CH2:23][P:24](=[O:25])([CH:26]([CH3:27])[CH3:28])[CH:29]([CH3:30])[CH3:31])[cH:5][cH:6]1. The reactants are Cl.NC1=C(C=C(C(=C1)O)Cl)C (2-amino-4-hydroxy-5-chloro toluene hydrochloride), N (ammonia). The solvent is O (water). Yields the product NC1=C(C=C(C(=C1)O)Cl)C (2-amino-4-hydroxy-5-chloro toluene). As a reaction SMILES: Cl.[NH2:2][C:3]1[CH:8]=[C:7]([OH:9])[C:6]([Cl:10])=[CH:5][C:4]=1[CH3:11].N>O>[NH2:2][C:3]1[CH:8]=[C:7]([OH:9])[C:6]([Cl:10])=[CH:5][C:4]=1[CH3:11] |f:0.1|. Reported procedure: The 2-amino-4-hydroxy-5-chloro toluene hydrochloride thus obtained is dissolved in water. The solution is alkalized with ammonia and drying yields 33.8 g of 2-amino-4-hydroxy-5-chloro toluene, which after recrystallization in benzene, melts at 144.5° C. Reactants: BrC=C(C)C1=CC(=C(C=C1)Cl)Cl (4-(1-Bromoprop-1-en-2-yl)-1,2-dichlorobenzene), CN1CCC=2NC=3C=CC(=CC3C2CC1)C (3,9-Dimethyl-1,2,3,4,5,6-hexahydroazepino[4,5-b]indole), N1[C@H](C(=O)O)CCC1 (L-proline), [O-]P(=O)([O-])[O-].[K+].[K+].[K+] (K3PO4). Reagents/catalysts: [Cu]I (Copper (I) iodide). Solvent: CN(C)C=O (DMF). Conditions: time 10 minute. Product: ClC=1C=C(C=CC1Cl)/C(=C/N1C2=C(C=3C=C(C=CC13)C)CCN(CC2)C)/C ((E)-6-(2-(3,4-dichlorophenyl)prop-1-enyl)-1,2,3,4,5,6-hexahydro-3,9-dimethylazepino[4,5-b]indole). Reaction SMILES: [CH3:1][N:2]1[CH2:15][CH2:14][C:13]2[C:12]3[CH:11]=[C:10]([CH3:16])[CH:9]=[CH:8][C:7]=3[NH:6][C:5]=2[CH2:4][CH2:3]1.N1CCC[C@H]1C(O)=O.[O-]P([O-])([O-])=O.[K+].[K+].[K+].Br[CH:34]=[C:35]([C:37]1[CH:42]=[CH:41][C:40]([Cl:43])=[C:39]([Cl:44])[CH:38]=1)[CH3:36]>CN(C=O)C.[Cu]I>[Cl:44][C:39]1[CH:38]=[C:37](/[C:35](/[CH3:36])=[CH:34]/[N:6]2[C:7]3[CH:8]=[CH:9][C:10]([CH3:16])=[CH:11][C:12]=3[C:13]3[CH2:14][CH2:15][N:2]([CH3:1])[CH2:3][CH2:4][C:5]2=3)[CH:42]=[CH:41][C:40]=1[Cl:43] |f:2.3.4.5|. Reported procedure: 3,9-Dimethyl-1,2,3,4,5,6-hexahydroazepino[4,5-b]indole (67 mg, 0.31 mmol) was dissolved in DMF (5 mL). Copper (I) iodide (6 mg, 0.032 mmol), L-proline (7 mg, 0.063 mmol) and K3PO4 (134 mg, 0.63 mmol) were added and the reaction mixture was stirred for 10 min at RT. 4-(1-Bromoprop-1-en-2-yl)-1,2-dichlorobenzene (100 mg, 0.378 mmol) was added dropwise and the reaction mixture was purged with nitrogen. The reaction mixture was heated at 80° C. for overnight (prolonged heating in some cases was requ... The reactants are C[Si](C)(C)CCOCn1nccc1-c1nccs1, CC#N, O=C(O)C(F)(F)F, O=C1CCC(=O)N1I. Yields the product C[Si](C)(C)CCOCn1ncc(I)c1-c1nccs1. Reaction SMILES: [CH3:1][Si:2]([CH2:3][CH2:4][O:5][CH2:6][n:7]1[n:8][cH:9][cH:10][c:11]1-[c:12]1[s:13][cH:14][cH:15][n:16]1)([CH3:17])[CH3:18].[CH3:34][C:35]#[N:36].[F:19][C:20]([F:21])([F:22])[C:23]([OH:24])=[O:25].[O:26]=[C:27]1[N:28]([I:33])[C:29](=[O:30])[CH2:31][CH2:32]1>>[CH3:1][Si:2]([CH2:3][CH2:4][O:5][CH2:6][n:7]1[n:8][cH:9][c:10]([I:33])[c:11]1-[c:12]1[s:13][cH:14][cH:15][n:16]1)([CH3:17])[CH3:18]. Reactants: BrC=1C=C(C(=NC1)C1=CC(=NC=C1F)OC)[N+](=O)[O-] (5-bromo-5′-fluoro-2′-methoxy-3-nitro-2,4′-bipyridine), O.O.[Sn](Cl)Cl (tin(II) chloride dihydrate). Solvent: CCOC(=O)C (EtOAc), CCOC(=O)C (EtOAc). Reaction conditions: temperature 70 celsius, time 19 hour. The product is BrC=1C=C(C(=NC1)C1=CC(=NC=C1F)OC)N (5-bromo-5′-fluoro-2′-methoxy-2,4′-bipyridin-3-amine). RXN SMILES: [Br:1][C:2]1[CH:3]=[C:4]([N+:17]([O-])=O)[C:5]([C:8]2[C:13]([F:14])=[CH:12][N:11]=[C:10]([O:15][CH3:16])[CH:9]=2)=[N:6][CH:7]=1.O.O.[Sn](Cl)Cl>CCOC(C)=O>[Br:1][C:2]1[CH:3]=[C:4]([NH2:17])[C:5]([C:8]2[C:13]([F:14])=[CH:12][N:11]=[C:10]([O:15][CH3:16])[CH:9]=2)=[N:6][CH:7]=1 |f:1.2.3|. Procedure details: To a stirred mixture of 5-bromo-5′-fluoro-2′-methoxy-3-nitro-2,4′-bipyridine (0.22 g, 0.67 mmol) in EtOAc (15 mL) was added tin(II) chloride dihydrate (0.76 g, 3.37 mmol) in portions. Upon complete addition of the reducing agent, the mixture was carefully heated to 70° C. After 19 h, the reaction was cooled to rt and diluted with EtOAc, then washed with 1M NaOH, water, and brine. After drying over anhydrous sodium sulfate, filtration, and concentration, the residue was purified on basic alumina ...